This data is from the Open Reaction Database (ORD), a public repository of structured organic reaction records. The task is: describe an organic reaction: reactants, conditions, products, and yield The reactants are C, CCOC(=O)CNC(=O)C(CC(C)C)NC(=O)C(CC(C)C)CN(C=O)OCc1ccccc1, CCO, [Pd]. Yields the product CCOC(=O)CNC(=O)C(CC(C)C)NC(=O)C(CC(C)C)CN(O)C=O. Reaction SMILES: [C:38].[CH2:1]([CH3:2])[O:3][C:4]([CH2:5][NH:6][C:7]([CH:8]([NH:9][C:10]([CH:11]([CH2:12][N:13]([O:14][CH2:15][c:16]1[cH:17][cH:18][cH:19][cH:20][cH:21]1)[CH:22]=[O:23])[CH2:24][CH:25]([CH3:26])[CH3:27])=[O:28])[CH2:29][CH:30]([CH3:31])[CH3:32])=[O:33])=[O:34].[CH3:35][CH2:36][OH:37].[Pd:39]>>[CH2:1]([CH3:2])[O:3][C:4]([CH2:5][NH:6][C:7]([CH:8]([NH:9][C:10]([CH:11]([CH2:12][N:13]([OH:14])[CH:22]=[O:23])[CH2:24][CH:25]([CH3:26])[CH3:27])=[O:28])[CH2:29][CH:30]([CH3:31])[CH3:32])=[O:33])=[O:34]. Starting materials: COC1=C(OC(C)O)C(=CC=C1)OC (2,6-dimethoxyphenoxyethanol), S(=O)(Cl)Cl (thionylchloride). Run in N1=CC=CC=C1 (pyridine). Conditions: time 20 minute. The product is COC1=C(OCCCl)C(=CC=C1)OC (2,6-Dimethyoxyphenoxyethylchloride). RXN SMILES: [CH3:1][O:2][C:3]1[CH:12]=[CH:11][CH:10]=[C:9]([O:13][CH3:14])[C:4]=1[O:5][CH:6](O)[CH3:7].S(Cl)([Cl:17])=O>N1C=CC=CC=1>[CH3:1][O:2][C:3]1[CH:12]=[CH:11][CH:10]=[C:9]([O:13][CH3:14])[C:4]=1[O:5][CH2:6][CH2:7][Cl:17]. Procedure: A solution of 7.77 g of 2,6-dimethoxyphenoxyethanol in 30 ml of pyridine was cooled and 4.7 g of thionylchloride was added with stirring. After 20 minutes, stirring, the reaction mixture was heated on the steam bath for 2 hours. After cooling, the reaction mixture was evaporated in reduced pressure. The residue was extracted with CHCl3, purified with silicagel chromatography (eluent: EtOAc) 1.82 g of objective compound was obtained. Reactants: C(C)(=O)OC(C)=O (acetic anhydride), [N+](=O)(O)[O-] (nitric acid), ClC(C(=O)NC1=CC=NN1C1=C(C(=C(C=C1Cl)C(F)(F)F)Cl)Cl)Cl (5-dichloroacetamido-1-(2,3,6-trichloro-4-trifluoromethyl-phenyl)-pyrazole). Run in C(C)(=O)O (acetic acid). Conditions: time 20 hour. The product is ClC(C(=O)NC1=C(C=NN1C1=C(C(=C(C=C1Cl)C(F)(F)F)Cl)Cl)[N+](=O)[O-])Cl (5-dichloroacetamido-4-nitro-1-(2,3,6-trichloro-4-trifluoromethyl-phenyl)-pyrazole). The yield is 76.4%. RXN SMILES: C(OC(=O)C)(=O)C.[N+:8]([O-:11])(O)=[O:9].[Cl:12][CH:13]([Cl:35])[C:14]([NH:16][C:17]1[N:21]([C:22]2[C:27]([Cl:28])=[CH:26][C:25]([C:29]([F:32])([F:31])[F:30])=[C:24]([Cl:33])[C:23]=2[Cl:34])[N:20]=[CH:19][CH:18]=1)=[O:15]>C(O)(=O)C>[Cl:35][CH:13]([Cl:12])[C:14]([NH:16][C:17]1[N:21]([C:22]2[C:27]([Cl:28])=[CH:26][C:25]([C:29]([F:32])([F:31])[F:30])=[C:24]([Cl:33])[C:23]=2[Cl:34])[N:20]=[CH:19][C:18]=1[N+:8]([O-:11])=[O:9])=[O:15]. Procedure details: 1.2 ml (0.0129 mol) of acetic anhydride and 0.6 ml (0.0143 mol) of 98% strength nitric acid are added in succession to 5 g (0.0113 mol) of 5-dichloroacetamido-1-(2,3,6-trichloro-4-trifluoromethyl-phenyl)-pyrazole in 10 ml of glacial acetic acid at room temperature. The mixture is stirred for 20 hours, after which it is evaporated down in vacuo, the residue is taken up in 50 ml of dichloromethane and the solution is washed in succession with saturated sodium bicarbonate solution and saturated sod... Starting materials: CC(C)(C)OC(=O)C1CCCN1CC(O)C(Cc1ccccc1)NC(=O)C(N)CC(N)=O, O=C(Cl)CCc1ccccc1, CCOC(C)=O, CCCCCC, CCN(C(C)C)C(C)C. Yields the product CC(C)(C)OC(=O)C1CCCN1CC(O)C(Cc1ccccc1)NC(=O)C(CC(N)=O)NC(=O)CCc1ccccc1. As a reaction SMILES: [C:1]([CH3:2])([CH3:3])([CH3:4])[O:5][C:6]([CH:7]1[N:8]([CH2:12][CH:13]([CH:14]([CH2:15][c:16]2[cH:17][cH:18][cH:19][cH:20][cH:21]2)[NH:22][C:23]([CH:24]([NH2:25])[CH2:26][C:27]([NH2:28])=[O:29])=[O:30])[OH:31])[CH2:9][CH2:10][CH2:11]1)=[O:32].[C:33]([CH2:34][CH2:35][c:36]1[cH:37][cH:38][cH:39][cH:40][cH:41]1)(=[O:42])[Cl:43].[C:59]([O:60][CH2:61][CH3:62])(=[O:63])[CH3:64].[CH3:53][CH2:54][CH2:55][CH2:56][CH2:57][CH3:58].[CH:44]([N:45]([CH:46]([CH3:47])[CH3:48])[CH2:49][CH3:50])([CH3:51])[CH3:52]>>[C:1]([CH3:2])([CH3:3])([CH3:4])[O:5][C:6]([CH:7]1[N:8]([CH2:12][CH:13]([CH:14]([CH2:15][c:16]2[cH:17][cH:18][cH:19][cH:20][cH:21]2)[NH:22][C:23]([CH:24]([NH:25][C:33]([CH2:34][CH2:35][c:36]2[cH:37][cH:38][cH:39][cH:40][cH:41]2)=[O:42])[CH2:26][C:27]([NH2:28])=[O:29])=[O:30])[OH:31])[CH2:9][CH2:10][CH2:11]1)=[O:32]. Reactants: C(C1=CC=CC=C1)N1C(C(C(CC1)=O)(C)C)CC1=CC=C(C=C1)OC (1-benzyl-3,3-dimethyl-2-(p-methoxybenzyl)-4-piperidone), Cl (hydrochloride), [Li].C#C (acetylene lithium), crude product. Yields the product Cl.C(C1=CC=CC=C1)N1C(C(C(CC1)(O)CC)(C)C)CC1=CC=C(C=C1)OC (1-Benzyl-3,3-dimethyl-4-ethyl-2-(p-methoxybenzyl)-4-piperidinol hydrochloride). Yield: 55.0%. As a reaction SMILES: [CH2:1]([N:8]1[CH2:13][CH2:12][C:11](=[O:14])[C:10]([CH3:16])([CH3:15])[CH:9]1[CH2:17][C:18]1[CH:23]=[CH:22][C:21]([O:24][CH3:25])=[CH:20][CH:19]=1)[C:2]1[CH:7]=[CH:6][CH:5]=[CH:4][CH:3]=1.[Li].[CH:27]#[CH:28].[ClH:29]>>[ClH:29].[CH2:1]([N:8]1[CH2:13][CH2:12][C:11]([CH2:27][CH3:28])([OH:14])[C:10]([CH3:15])([CH3:16])[CH:9]1[CH2:17][C:18]1[CH:23]=[CH:22][C:21]([O:24][CH3:25])=[CH:20][CH:19]=1)[C:2]1[CH:3]=[CH:4][CH:5]=[CH:6][CH:7]=1 |f:1.2,4.5,^1:25|. Procedure details: In a manner similar to the method described in example 47, 5 g of 1-benzyl-3,3-dimethyl-2-(p-methoxybenzyl)-4-piperidone is reacted with acetylene lithium (prepared from 1 g of lithium in 75 ml of liquid ammonia). The crude product from this reaction is reduced catalytically as described before, leading to the above-mentioned compound which is secured as the hydrochloride. Yield 55%. Melting point 171° - 172° C with decomposition.